From a dataset of the Open Reaction Database (ORD), a public repository of structured organic reaction records. describe an organic reaction: reactants, conditions, products, and yield The reactants are [BH3-]C#N, O=C([O-])C=CC(=O)[O-], CNCCc1ccccc1, CC(=O)O, O=C1CCN(c2ccc([N+](=O)[O-])cc2)CC1, [Na+], O=C(O)C=CC(=O)O. The product is O=C(O)C=CC(=O)O, CN(CCc1ccccc1)C1CCN(c2ccc([N+](=O)[O-])cc2)CC1. As a reaction SMILES: [C:31]([BH3-:32])#[N:33].[C:35]([CH:36]=[CH:37][C:38](=[O:39])[O-:40])(=[O:41])[O-:42].[CH3:17][NH:18][CH2:19][CH2:20][c:21]1[cH:22][cH:23][cH:24][cH:25][cH:26]1.[CH3:27][C:28](=[O:29])[OH:30].[N+:1](=[O:2])([O-:3])[c:4]1[cH:5][cH:6][c:7]([N:10]2[CH2:11][CH2:12][C:13](=[O:16])[CH2:14][CH2:15]2)[cH:8][cH:9]1.[Na+:34].[OH:43][C:44]([CH:45]=[CH:46][C:47](=[O:48])[OH:49])=[O:50]>>[C:35]([CH:36]=[CH:37][C:38](=[O:39])[OH:40])(=[O:41])[OH:42].[N+:1](=[O:2])([O-:3])[c:4]1[cH:5][cH:6][c:7]([N:10]2[CH2:11][CH2:12][CH:13]([N:18]([CH3:17])[CH2:19][CH2:20][c:21]3[cH:22][cH:23][cH:24][cH:25][cH:26]3)[CH2:14][CH2:15]2)[cH:8][cH:9]1.